This data is from the Open Reaction Database (ORD), a public repository of structured organic reaction records. The task is: describe an organic reaction: reactants, conditions, products, and yield Reactants: ClC=1C(=C2C(=NC1)NC=C2)Cl (5-chloro-4-chloro-1H-pyrrolo[2,3-b]pyridine), C1(=CC=C(C=C1)S(=O)(=O)Cl)C (para-toluenesulfonyl chloride), O (water), [H-].[Na+] (sodium hydride). The solvent is CN(C=O)C (N,N-dimethylformamide), CN(C=O)C (N,N-dimethylformamide), CN(C=O)C (N,N-dimethylformamide). Run at time 0.5 hour. Yields the product ClC1=C2C(=NC=C1Cl)N(C=C2)S(=O)(=O)C2=CC=C(C)C=C2 (4,5-dichloro-1-tosyl-1H-pyrrolo[2,3-b]pyridine). As a reaction SMILES: [H-].[Na+].[Cl:3][C:4]1[C:5]([Cl:13])=[C:6]2[CH:12]=[CH:11][NH:10][C:7]2=[N:8][CH:9]=1.[C:14]1([CH3:24])[CH:19]=[CH:18][C:17]([S:20](Cl)(=[O:22])=[O:21])=[CH:16][CH:15]=1.O>CN(C)C=O>[Cl:13][C:5]1[C:4]([Cl:3])=[CH:9][N:8]=[C:7]2[N:10]([S:20]([C:17]3[CH:18]=[CH:19][C:14]([CH3:24])=[CH:15][CH:16]=3)(=[O:22])=[O:21])[CH:11]=[CH:12][C:6]=12 |f:0.1|. Reported procedure: To a cold (0° C.) suspension of sodium hydride (60% dispersion in mineral oil, 0.556 g, 13.9 mmol) in N,N-dimethylformamide (20 mL) was added a solution of the 5-chloro-4-chloro-1H-pyrrolo[2,3-b]pyridine (2 g, 10.69 mmol) in N,N-dimethylformamide (10 mL) slowly over 5 minutes. The reaction was allowed to stir at ambient temperature for 0.5 hours, and was again cooled to 0° C. A solution of para-toluenesulfonyl chloride (2.14 g, 11.23 mmol) in N,N-dimethylformamide (5 mL) was added, and the react... Starting materials: BrCC1=CC(=C(C(=O)OC)C=C1)C1=CC=C(C=C1)F (methyl 4-bromomethyl-2-(4-fluorophenyl)benzoate), C1(=CC=CC=C1)P(C1=CC=CC=C1)C1=CC=CC=C1 (triphenyl phosphine). The solvent is C1(=CC=CC=C1)C (toluene). The product is [Br-].FC1=CC=C(C=C1)C=1C=C(C[P+](C2=CC=CC=C2)(C2=CC=CC=C2)C2=CC=CC=C2)C=CC1C(=O)OC (3-(4-fluorophenyl)-4-methoxycarbonylbenzyltriphenylphosphonium bromide). The yield is 54.6%. As a reaction SMILES: [Br:1][CH2:2][C:3]1[CH:12]=[CH:11][C:6]([C:7]([O:9][CH3:10])=[O:8])=[C:5]([C:13]2[CH:18]=[CH:17][C:16]([F:19])=[CH:15][CH:14]=2)[CH:4]=1.[C:20]1([P:26]([C:33]2[CH:38]=[CH:37][CH:36]=[CH:35][CH:34]=2)[C:27]2[CH:32]=[CH:31][CH:30]=[CH:29][CH:28]=2)[CH:25]=[CH:24][CH:23]=[CH:22][CH:21]=1>C1(C)C=CC=CC=1>[Br-:1].[F:19][C:16]1[CH:17]=[CH:18][C:13]([C:5]2[CH:4]=[C:3]([CH:12]=[CH:11][C:6]=2[C:7]([O:9][CH3:10])=[O:8])[CH2:2][P+:26]([C:27]2[CH:28]=[CH:29][CH:30]=[CH:31][CH:32]=2)([C:33]2[CH:38]=[CH:37][CH:36]=[CH:35][CH:34]=2)[C:20]2[CH:21]=[CH:22][CH:23]=[CH:24][CH:25]=2)=[CH:14][CH:15]=1 |f:3.4|. Reported procedure: A solution of methyl 4-bromomethyl-2-(4-fluorophenyl)benzoate (12.85 g; 0.04 mol) and triphenyl phosphine (10.53 g; 0.04 mol) in toluene (230 ml) was treated at reflux for 3 hours. The resulting solid was filtered, washed with ether and pentane and dried to give 3-(4-fluorophenyl)-4-methoxycarbonylbenzyltriphenylphosphonium bromide (12.78 g, 78%). Starting materials: N1=C(C=CC=C1)N1C(NCC1)=O (1-Pyridin-2-ylimidazolidin-2-one), BrCC(=O)OC(C)(C)C (tert-butyl bromoacetate), [H-].[Na+] (sodium hydride). Run in CN(C)C=O (DMF). Run at temperature 0 celsius, time 30 minute. Yields the product O=C1N(CCN1C1=NC=CC=C1)CC(=O)OC(C)(C)C (tert-Butyl (2-oxo-3-pyridin-2-ylimidazolidin-1-yl)acetate). RXN SMILES: [N:1]1[CH:6]=[CH:5][CH:4]=[CH:3][C:2]=1[N:7]1[CH2:11][CH2:10][NH:9][C:8]1=[O:12].Br[CH2:14][C:15]([O:17][C:18]([CH3:21])([CH3:20])[CH3:19])=[O:16].[H-].[Na+]>CN(C=O)C>[O:12]=[C:8]1[N:7]([C:2]2[CH:3]=[CH:4][CH:5]=[CH:6][N:1]=2)[CH2:11][CH2:10][N:9]1[CH2:14][C:15]([O:17][C:18]([CH3:21])([CH3:20])[CH3:19])=[O:16] |f:2.3|. Reported procedure: To a stirred mixture of 1-pyridin-2-ylimidazolidin-2-one from Step A (150 mg, 0.92 mmol) and tert-butyl bromoacetate (197 mg, 1.01 mmol) in DMF (2 mL) at 0° C. was added sodium hydride (40 mg of a 60% dispersion in mineral oil, 1.00 mmol). The mixture was stirred at 0° C. for 30 min, then quenched with saturated aqueous NaHCO3 and extracted with CHCl3 (2×35 mL). The combined organic layers were dried over Na2SO4, filtered, and concentrated under reduced pressure. The crude product was purified b... Reactants: CN1CCN(CC1)CC1=C(C=C(C=C1)NC(=O)NC1=CC=C(C=C1)B1OC(C(O1)(C)C)(C)C)C(F)(F)F (1-[4-(4-Methyl-piperazin-1-ylmethyl)-3-trifluoromethyl-phenyl]-3-[4-(4,4,5,5-tetramethyl-[1,3,2]dioxaborolan-2-yl)-phenyl]-urea), C1CCOC1 (THF), BrC1=CN=C2N1C1=CC=CC=C1N=C2NCC(C)C ((1-bromo-imidazo[1,2-a]quinoxalin-4-yl)-isobutyl-amine), CC1=C(C=CC=C1)P(C2=C(C=CC=C2)C)C3=C(C=CC=C3)C (P(oTol)3). The reagents and catalysts are CC(=O)[O-].CC(=O)[O-].[Pd+2] (Pd(OAc)2). Solvent: C([O-])([O-])=O.[K+].[K+] (potassium carbonate). Reaction conditions: temperature 140 celsius. The product is C(C(C)C)NC=1C=2N(C3=CC=CC=C3N1)C(=CN2)C2=CC=C(C=C2)NC(=O)NC2=CC(=C(C=C2)CN2CCN(CC2)C)C(F)(F)F (1-[4-(4-isobutylamino-imidazo[1,2-a]quinoxalin-1-yl)-phenyl]-3-[4-(4-methyl-piperazin-1-ylmethyl)-3-trifluoromethyl-phenyl]-urea). Yield: 16.7%. Reaction SMILES: [CH3:1][N:2]1[CH2:7][CH2:6][N:5]([CH2:8][C:9]2[CH:14]=[CH:13][C:12]([NH:15][C:16]([NH:18][C:19]3[CH:24]=[CH:23][C:22](B4OC(C)(C)C(C)(C)O4)=[CH:21][CH:20]=3)=[O:17])=[CH:11][C:10]=2[C:34]([F:37])([F:36])[F:35])[CH2:4][CH2:3]1.C1COCC1.Br[C:44]1[N:48]2[C:49]3[C:54]([N:55]=[C:56]([NH:57][CH2:58][CH:59]([CH3:61])[CH3:60])[C:47]2=[N:46][CH:45]=1)=[CH:53][CH:52]=[CH:51][CH:50]=3.CC1C=CC=CC=1P(C1C=CC=CC=1C)C1C=CC=CC=1C>C(=O)([O-])[O-].[K+].[K+].CC([O-])=O.CC([O-])=O.[Pd+2]>[CH2:58]([NH:57][C:56]1[C:47]2[N:48]([C:44]([C:22]3[CH:21]=[CH:20][C:19]([NH:18][C:16]([NH:15][C:12]4[CH:13]=[CH:14][C:9]([CH2:8][N:5]5[CH2:4][CH2:3][N:2]([CH3:1])[CH2:7][CH2:6]5)=[C:10]([C:34]([F:35])([F:36])[F:37])[CH:11]=4)=[O:17])=[CH:24][CH:23]=3)=[CH:45][N:46]=2)[C:49]2[C:54]([N:55]=1)=[CH:53][CH:52]=[CH:51][CH:50]=2)[CH:59]([CH3:61])[CH3:60] |f:4.5.6,7.8.9|. Procedure details: 1-[4-(4-Methyl-piperazin-1-ylmethyl)-3-trifluoromethyl-phenyl]-3-[4-(4,4,5,5-tetramethyl-[1,3,2]dioxaborolan-2-yl)-phenyl]-urea (244 mg, 0.47 mmol) was dissolved in potassium carbonate (1.41 mL, 1M in water) and THF (1 mL) and stirred overnight at rt in a sealed vial. (1-bromo-imidazo[1,2-a]quinoxalin-4-yl)-isobutyl-amine (75 mg, 0.235 mmol), Pd(OAc)2 (10.6 mg, 0.047 mmol) and P(oTol)3 (28.6 mg, 0.094 mmol) were added and the mixture was heated at 140° C. under microwave irradiation for 40 min. ... Reactants: O=C1OC(Br)c2ccccc21, CC(=O)n1cc(F)c(=O)[nH]c1=O, [H-], [Na+], CN(C)C=O, O. The product is CC(=O)n1cc(F)c(=O)n(C2OC(=O)c3ccccc32)c1=O. Reaction SMILES: [Br:15][CH:16]1[O:17][C:18](=[O:19])[c:20]2[cH:21][cH:22][cH:23][cH:24][c:25]21.[C:1]([CH3:2])(=[O:3])[n:4]1[c:5](=[O:6])[nH:7][c:8](=[O:9])[c:10]([F:12])[cH:11]1.[H-:13].[Na+:14].[O:27]=[CH:28][N:29]([CH3:30])[CH3:31].[OH2:26]>>[C:1]([CH3:2])(=[O:3])[n:4]1[c:5](=[O:6])[n:7]([CH:16]2[O:17][C:18](=[O:19])[c:20]3[cH:21][cH:22][cH:23][cH:24][c:25]32)[c:8](=[O:9])[c:10]([F:12])[cH:11]1. The reactants are [OH-].[Na+] (NaOH), C1(CCCCC1)N1C(=NC2=C1C=CC(=C2)C(=O)NN)C2=COC=C2 (1-Cyclohexyl-2-furan-3-yl-1H-benzoimidazole-5-carboxylic acid hydrazide), COC(C1=CC=C(C=C1)C(=O)Cl)=O (methyl-4-chlorocarbonylbenzoate), CCN(C(C)C)C(C)C (DIEA). The solvent is CN(C)C=O (DMF), CC(=O)O (AcOH). Conditions: time 2 hour. The product is C1(CCCCC1)N1C(=NC2=C1C=CC(=C2)C(=O)NNC(=O)C2=CC=C(C(=O)O)C=C2)C2=COC=C2 (4-{N′-[1-(1-Cyclohexyl-2-furan-3-yl-1H-benzimidazol-5-yl)-methanoyl]-hydrazinocarbonyl}-benzoic acid). As a reaction SMILES: [CH:1]1([N:7]2[C:11]3[CH:12]=[CH:13][C:14]([C:16]([NH:18][NH2:19])=[O:17])=[CH:15][C:10]=3[N:9]=[C:8]2[C:20]2[CH:24]=[CH:23][O:22][CH:21]=2)[CH2:6][CH2:5][CH2:4][CH2:3][CH2:2]1.C[O:26][C:27](=[O:37])[C:28]1[CH:33]=[CH:32][C:31]([C:34](Cl)=[O:35])=[CH:30][CH:29]=1.CCN(C(C)C)C(C)C.[OH-].[Na+]>CN(C=O)C.CC(O)=O>[CH:1]1([N:7]2[C:11]3[CH:12]=[CH:13][C:14]([C:16]([NH:18][NH:19][C:34]([C:31]4[CH:32]=[CH:33][C:28]([C:27]([OH:37])=[O:26])=[CH:29][CH:30]=4)=[O:35])=[O:17])=[CH:15][C:10]=3[N:9]=[C:8]2[C:20]2[CH:24]=[CH:23][O:22][CH:21]=2)[CH2:2][CH2:3][CH2:4][CH2:5][CH2:6]1 |f:3.4|. Procedure: 1-Cyclohexyl-2-furan-3-yl-1H-benzoimidazole-5-carboxylic acid hydrazide (0.022 g, 0.068 mmol) and methyl-4-chlorocarbonylbenzoate (0.013 g, 0.068 mmol) were stirred in DMF (1 mL) in the presence of DIEA (0.018 g, 0.14 mmol) for 2 h. An aqueous solution of NaOH (2.5 N, 0.22 mL, 0.55 mmol) was then added and the mixture was stirred for 2 h at room temperature. The reaction mixture was acidified by the addition of AcOH and purified by reversed phase C18 preparative HPLC to give the title compound o... The reactants are C(=O)(C(F)(F)F)O (TFA), C(C)(C)(C)OC(=O)NC1CC(C2=CC=C(C=C12)C(=O)OC)(C)C (methyl 3-(tert-butoxycarbonylamino)-1,1-dimethyl-2,3-dihydro-1H-indene-5-carboxylate). Solvent: C(Cl)Cl (methylene chloride). Conditions: time 2 hour. Product: NC1CC(C2=CC=C(C=C12)C(=O)OC)(C)C (Methyl 3-amino-1,1-dimethyl-2,3-dihydro-1H-indene-5-carboxylate). Reaction SMILES: C(O)(C(F)(F)F)=O.C(OC([NH:15][CH:16]1[C:24]2[C:19](=[CH:20][CH:21]=[C:22]([C:25]([O:27][CH3:28])=[O:26])[CH:23]=2)[C:18]([CH3:30])([CH3:29])[CH2:17]1)=O)(C)(C)C>C(Cl)Cl>[NH2:15][CH:16]1[C:24]2[C:19](=[CH:20][CH:21]=[C:22]([C:25]([O:27][CH3:28])=[O:26])[CH:23]=2)[C:18]([CH3:30])([CH3:29])[CH2:17]1. Procedure: TFA (0.7 ml, 9 mmol, 13 eq.) was added to a stirred solution of methyl 3-(tert-butoxycarbonylamino)-1,1-dimethyl-2,3-dihydro-1H-indene-5-carboxylate (220 mg, 0.69 mmol, 1 eq.) in methylene chloride (10 ml) at 0° C. and the mixture was stirred at RT for 2 h. After complete deprotection (checked by TLC) the solvent was removed under reduced pressure. The residue was diluted with methylene chloride (50 ml) and washed with water (10 ml) and brine (10 ml). The organic part was evaporated under reduce... The reactants are CC(C)(C)[Si](C)(C)C#CCOC1CCCCO1, CC(=O)OC(C)(C)C, C1=COCCC1, CCCC[N+](CCCC)(CCCC)CCCC, COC(=O)c1cccc(-n2nncc2COC2CCCCO2)c1, CO, ClCCl, Cl, [F-], [Li], COC(=O)c1cccc(N=[N+]=[N-])c1, O=S(=O)(O)O. RXN SMILES: [C:37]([Si:38]([CH3:39])([CH3:40])[C:41]#[C:42][CH2:43][O:44][CH:45]1[CH2:46][CH2:47][CH2:48][CH2:49][O:50]1)([CH3:51])([CH3:52])[CH3:53].[C:65]([CH3:66])(=[O:67])[O:68][C:69]([CH3:70])([CH3:71])[CH3:72].[CH2:59]1[CH2:60][CH:61]=[CH:62][O:63][CH2:64]1.[CH2:75]([N+:76]([CH2:77][CH2:78][CH2:79][CH3:80])([CH2:81][CH2:82][CH2:83][CH3:84])[CH2:85][CH2:86][CH2:87][CH3:88])[CH2:89][CH2:90][CH3:91].[CH3:1][O:2][C:3]([c:4]1[cH:5][c:6](-[n:10]2[n:11][n:12][cH:13][c:14]2[CH2:15][O:16][CH:17]2[O:18][CH2:19][CH2:20][CH2:21][CH2:22]2)[cH:7][cH:8][cH:9]1)=[O:23].[CH3:93][OH:94].[Cl:95][CH2:96][Cl:97].[ClH:92].[F-:74].[Li:73].[N:24]([c:25]1[cH:26][c:27]([C:31]([O:32][CH3:33])=[O:34])[cH:28][cH:29][cH:30]1)=[N+:35]=[N-:36].[S:54](=[O:55])(=[O:56])([OH:57])[OH:58]>>[C:3]([c:4]1[cH:5][c:6](-[n:10]2[n:11][n:12][cH:13][c:14]2[CH2:15][O:16][CH:17]2[O:18][CH2:19][CH2:20][CH2:21][CH2:22]2)[cH:7][cH:8][cH:9]1)(=[O:23])[CH2:66][C:65](=[O:67])[O:68][C:69]([CH3:70])([CH3:71])[CH3:72]. The product is CC(C)(C)OC(=O)CC(=O)c1cccc(-n2nncc2COC2CCCCO2)c1. Starting materials: BrC=1C(=NC(=NC1)NCCOC)[C@@H](CC1=CC(=CC(=C1)F)F)NC(CN1N=C(C=2CCCCC12)C(F)(F)F)=O ((R)—N-(1-(5-bromo-2-((2-methoxyethyl)amino)pyrimidin-4-yl)-2-(3,5-difluorophenyl)ethyl)-2-(3-(trifluoromethyl)-4,5,6,7-tetrahydro-1H-indazol-1-yl)acetamide), C(N)(=O)C=1C=C(C=CC1F)B(O)O ((3-carbamoyl-4-fluorophenyl)boronic acid), [Li+].[Cl-] (LiCl), C(=O)([O-])[O-].[Na+].[Na+] (Na2CO3). The reagents and catalysts are Cl[Pd]([P](C1=CC=CC=C1)(C2=CC=CC=C2)C3=CC=CC=C3)([P](C4=CC=CC=C4)(C5=CC=CC=C5)C6=CC=CC=C6)Cl (Pd(PPh3)2Cl2). The solvent is COCCOC.CN(C)C=O.O (DME DMF H2O). Reaction conditions: temperature 150 celsius. Yields the product FC=1C=C(C=C(C1)F)C[C@@H](NC(CN1N=C(C=2CCCCC12)C(F)(F)F)=O)C1=NC(=NC=C1C=1C=CC(=C(C(=O)N)C1)F)NCCOC ((R)-5-(4-(2-(3,5-difluorophenyl)-1-(2-(3-(trifluoromethyl)-4,5,6,7-tetrahydro-1H-indazol-1-yl)acetamido)ethyl)-2-((2-methoxyethyl)amino)pyrimidin-5-yl)-2-fluorobenzamide). As a reaction SMILES: Br[C:2]1[C:3]([C@H:13]([NH:23][C:24](=[O:39])[CH2:25][N:26]2[C:34]3[CH2:33][CH2:32][CH2:31][CH2:30][C:29]=3[C:28]([C:35]([F:38])([F:37])[F:36])=[N:27]2)[CH2:14][C:15]2[CH:20]=[C:19]([F:21])[CH:18]=[C:17]([F:22])[CH:16]=2)=[N:4][C:5]([NH:8][CH2:9][CH2:10][O:11][CH3:12])=[N:6][CH:7]=1.[C:40]([C:43]1[CH:44]=[C:45](B(O)O)[CH:46]=[CH:47][C:48]=1[F:49])(=[O:42])[NH2:41].[Li+].[Cl-].C([O-])([O-])=O.[Na+].[Na+]>Cl[Pd](Cl)([P](C1C=CC=CC=1)(C1C=CC=CC=1)C1C=CC=CC=1)[P](C1C=CC=CC=1)(C1C=CC=CC=1)C1C=CC=CC=1.COCCOC.CN(C=O)C.O>[F:22][C:17]1[CH:16]=[C:15]([CH2:14][C@H:13]([C:3]2[C:2]([C:45]3[CH:46]=[CH:47][C:48]([F:49])=[C:43]([CH:44]=3)[C:40]([NH2:41])=[O:42])=[CH:7][N:6]=[C:5]([NH:8][CH2:9][CH2:10][O:11][CH3:12])[N:4]=2)[NH:23][C:24](=[O:39])[CH2:25][N:26]2[C:34]3[CH2:33][CH2:32][CH2:31][CH2:30][C:29]=3[C:28]([C:35]([F:36])([F:38])[F:37])=[N:27]2)[CH:20]=[C:19]([F:21])[CH:18]=1 |f:2.3,4.5.6,8.9.10,^1:63,82|. Reported procedure: In a microwave tube were charged with compound 11I (29 mg, 0.1 mmol), (3-carbamoyl-4-fluorophenyl)boronic acid (27 mg, 0.15 mmol), LiCl (13 mg, 0.3 mmol), Na2CO3 (17 mg, 0.2 mmol), Pd(PPh3)2Cl2 (3.5 mg, 0.005 mmol). To the mixture was added 2 mL of DME/DMF/H2O (4/1/1). The mixture was heated up to 150° C. for 30 min in a Microwave Synthesizer. After cooled down and filtered through a syringe filter, purified on reverse phase HPLC eluting with acetonitrile and water (with 0.1% TFA) to afford the ...